From a dataset of the Open Reaction Database (ORD), a public repository of structured organic reaction records. describe an organic reaction: reactants, conditions, products, and yield Starting materials: C1CCOC1, CC(C)(C)[O-], O=[N+]([O-])c1ccc(F)cc1, OCCCN1CCC(F)C1, [K+]. The product is O=[N+]([O-])c1ccc(OCCCN2CCC(F)C2)cc1. As a reaction SMILES: [CH2:27]1[O:28][CH2:29][CH2:30][CH2:31]1.[CH3:11][C:12]([CH3:13])([O-:14])[CH3:15].[F:17][c:18]1[cH:19][cH:20][c:21]([N+:24](=[O:25])[O-:26])[cH:22][cH:23]1.[F:1][CH:2]1[CH2:3][N:4]([CH2:7][CH2:8][CH2:9][OH:10])[CH2:5][CH2:6]1.[K+:16]>>[F:1][CH:2]1[CH2:3][N:4]([CH2:7][CH2:8][CH2:9][O:10][c:18]2[cH:19][cH:20][c:21]([N+:24](=[O:25])[O-:26])[cH:22][cH:23]2)[CH2:5][CH2:6]1. The reactants are N(=O)[O-].[Na+] (sodium nitrite), ClC1=CC(=C(N)C=C1OC)F (4-chloro-2-fluoro-5-methoxyaniline), C(Cl)Cl (Methylene chloride), [Br-] (bromide). The solvent is O (water), Br (HBr), hexanes, C(C)(=O)OCC (ethyl acetate). Run at time 1 hour. Product: BrC1=C(C=C(C(=C1)OC)Cl)F (1-bromo-4-chloro-2-fluoro-5-methoxybenzene). Yield: 49.0%. RXN SMILES: [Cl:1][C:2]1[C:8]([O:9][CH3:10])=[CH:7][C:5](N)=[C:4]([F:11])[CH:3]=1.N([O-])=O.[Na+].C(Cl)Cl.[Br-:19]>Br.O.C(OCC)(=O)C>[Br:19][C:5]1[CH:7]=[C:8]([O:9][CH3:10])[C:2]([Cl:1])=[CH:3][C:4]=1[F:11] |f:1.2|. Reported procedure: A solution of 4-chloro-2-fluoro-5-methoxyaniline (25.0 g, 0.143 mol) in 10% HBr (250 mL) was cooled to 0° C. and a solution of sodium nitrite (15.0 g, 0.218 mol) in water (20 mL) was slowly added. Methylene chloride (50 mL) and curpric bromide (30.0 g, 0.244 mol) were added slowly and then the mixture was warmed to ambient temperature and stirred for 1 hour. The reaction mixture was filtered through a bed of celite and extracted with methylene chloride (2×100 mL) and the combined organic phases ... Starting materials: C(#N)C=1C=C(C=O)C=CC1 (3-cyanobenzaldehyde), NC1=NC=CC=C1 (2-aminopyridine), C(C)(=O)O[BH-](OC(C)=O)OC(C)=O.[Na+] (Sodium triacetoxyborohydride), CO (methanol). Run in ClCCCl (1,2-dichloroethane). Run at time 12 hour. Yields the product N1=C(C=CC=C1)NCC=1C=C(C#N)C=CC1 (3-[(2-Pyridylamino)methyl]benzonitrile). As a reaction SMILES: C(O[BH-](OC(=O)C)OC(=O)C)(=O)C.[Na+].[C:15]([C:17]1[CH:18]=[C:19]([CH:22]=[CH:23][CH:24]=1)[CH:20]=O)#[N:16].[NH2:25][C:26]1[CH:31]=[CH:30][CH:29]=[CH:28][N:27]=1.CO>ClCCCl>[N:27]1[CH:28]=[CH:29][CH:30]=[CH:31][C:26]=1[NH:25][CH2:20][C:19]1[CH:18]=[C:17]([CH:24]=[CH:23][CH:22]=1)[C:15]#[N:16] |f:0.1|. Procedure details: Sodium triacetoxyborohydride (23 g; 108 mmol) is added in small portions to a solution, stirred under an argon atmosphere, of 3-cyanobenzaldehyde (10 g; 63.7 mmol) and 2-aminopyridine (6 g; 63.7 mmol) in 300 ml of 1,2-dichloroethane. After stirring for 12 hours at ambient temperature, the reaction mixture is hydrolysed with methanol and concentrated. The residue obtained is purified by chromotography on silica gel (eluant petroleum ether/ethyl acetate, 3/1 then 2/1 and 1/1) to yield the expected...